The task is: describe an organic reaction: reactants, conditions, products, and yield. This data is from the Open Reaction Database (ORD), a public repository of structured organic reaction records. Procedure: 2-Oxo-3-tert-butoxycarbonylamino-8-methyl-1,3,4,5-tetrahydro-2H-1,5-benzodiazepine (2.00 g) obtained from Referential Example 7 was suspended in methanol (20 ml), 1-bromo-3-methyl-2-butene (1.18 g) and potassium carbonate (997 mg) were added, the mixture was stirred for 2 hours at room temperature. The reaction mixture was concentrated under reduced pressure, water (100 ml) was added, and extracted with methylene chloride. The organic layer was washed with saturated aqueous sodium bicarbonate, d... Run in CO (methanol). Starting materials: O=C1C(CNC2=C(N1)C=C(C=C2)C)NC(=O)OC(C)(C)C (2-Oxo-3-tert-butoxycarbonylamino-8-methyl-1,3,4,5-tetrahydro-2H-1,5-benzodiazepine), BrCC=C(C)C (1-bromo-3-methyl-2-butene), C([O-])([O-])=O.[K+].[K+] (potassium carbonate). The yield is 75.0%. Product: O=C1C(CN(C2=C(N1)C=C(C=C2)C)CC=C(C)C)NC(=O)OC(C)(C)C (2-oxo-3-tert-butoxycarbonylamino-5-(3-methyl-2-butenyl)-8-methyl-1,3,4,5-tetrahydro-2H-1,5-benzodiazepine). Reaction conditions: time 2 hour. RXN SMILES: [O:1]=[C:2]1[NH:8][C:7]2[CH:9]=[C:10]([CH3:13])[CH:11]=[CH:12][C:6]=2[NH:5][CH2:4][CH:3]1[NH:14][C:15]([O:17][C:18]([CH3:21])([CH3:20])[CH3:19])=[O:16].Br[CH2:23][CH:24]=[C:25]([CH3:27])[CH3:26].C(=O)([O-])[O-].[K+].[K+]>CO>[O:1]=[C:2]1[NH:8][C:7]2[CH:9]=[C:10]([CH3:13])[CH:11]=[CH:12][C:6]=2[N:5]([CH2:23][CH:24]=[C:25]([CH3:27])[CH3:26])[CH2:4][CH:3]1[NH:14][C:15]([O:17][C:18]([CH3:21])([CH3:20])[CH3:19])=[O:16] |f:2.3.4|. The reactants are ClCCC1=C(N=C2N(C1=O)C=C(C=C2)C)C (3-(2-chloroethyl)-2,7-dimethyl-4H-pyrido[1,2-a]pyrimidin-4-one), C1(=CC(=CC=C1)N1CCNCC1)C (1-(m-tolyl)piperazine). Procedure details: A mixture of 2.2 g of 3-(2-chloroethyl)-2,7-dimethyl-4H-pyrido[1,2-a]pyrimidin-4-one, 5 g of 1-(m-tolyl)piperazine and 25 ml of toluene was refluxed for 30 hours. After completion of the reaction, the reaction mixture was filtered while hot and the filtrate was concentrated under reduced pressure. The residue was purified by means of column chromatography using alumina and recrystallized from a mixture of ethanol and isopropyl ether to give 2 g of the desired compound as pale yellow prisms, m.p.... Isolated yield 57.2%. Solvent: C1(=CC=CC=C1)C (toluene). RXN SMILES: Cl[CH2:2][CH2:3][C:4]1[C:9](=[O:10])[N:8]2[CH:11]=[C:12]([CH3:15])[CH:13]=[CH:14][C:7]2=[N:6][C:5]=1[CH3:16].[C:17]1([CH3:29])[CH:22]=[CH:21][CH:20]=[C:19]([N:23]2[CH2:28][CH2:27][NH:26][CH2:25][CH2:24]2)[CH:18]=1>C1(C)C=CC=CC=1>[C:17]1([CH3:29])[CH:22]=[CH:21][CH:20]=[C:19]([N:23]2[CH2:24][CH2:25][N:26]([CH2:2][CH2:3][C:4]3[C:9](=[O:10])[N:8]4[CH:11]=[C:12]([CH3:15])[CH:13]=[CH:14][C:7]4=[N:6][C:5]=3[CH3:16])[CH2:27][CH2:28]2)[CH:18]=1. Yields the product C1(=CC(=CC=C1)N1CCN(CC1)CCC1=C(N=C2N(C1=O)C=C(C=C2)C)C)C (3-[2-(4-m-Tolyl-1-piperazinyl)ethyl]-2,7-dimethyl-4H-pyrido[1,2-a]pyrimidin -4-one). Reactants: COc1ccc2c(Cl)nc(Nc3cc(C)[nH]n3)cc2c1, OB(O)c1csc2ccccc12. Product: COc1ccc2c(-c3csc4ccccc34)nc(Nc3cc(C)[nH]n3)cc2c1. Reaction SMILES: [Cl:1][c:2]1[n:3][c:4]([NH:14][c:15]2[n:16][nH:17][c:18]([CH3:20])[cH:19]2)[cH:5][c:6]2[cH:7][c:8]([O:12][CH3:13])[cH:9][cH:10][c:11]12.[s:21]1[c:22]2[c:23]([c:24]([B:26]([OH:27])[OH:28])[cH:25]1)[cH:29][cH:30][cH:31][cH:32]2>>[c:2]1(-[c:24]2[c:23]3[c:22]([s:21][cH:25]2)[cH:32][cH:31][cH:30][cH:29]3)[n:3][c:4]([NH:14][c:15]2[n:16][nH:17][c:18]([CH3:20])[cH:19]2)[cH:5][c:6]2[cH:7][c:8]([O:12][CH3:13])[cH:9][cH:10][c:11]12. As a reaction SMILES: [Cl:37][CH2:38][Cl:39].[Cr:16]([O:17][Cr:18]([O-:19])(=[O:20])=[O:21])([O-:22])(=[O:23])=[O:24].[F:1][C:2]([O:3][c:4]1[cH:5][c:6]([CH:11]([CH3:12])[OH:13])[c:7]([OH:10])[cH:8][cH:9]1)([F:14])[F:15].[nH+:25]1[cH:26][cH:27][cH:28][cH:29][cH:30]1.[nH+:31]1[cH:32][cH:33][cH:34][cH:35][cH:36]1>>[F:1][C:2]([O:3][c:4]1[cH:5][c:6]([C:11]([CH3:12])=[O:13])[c:7]([OH:10])[cH:8][cH:9]1)([F:14])[F:15]. The reactants are ClCCl, O=[Cr](=O)([O-])O[Cr](=O)(=O)[O-], CC(O)c1cc(OC(F)(F)F)ccc1O, c1cc[nH+]cc1, c1cc[nH+]cc1. Yields the product CC(=O)c1cc(OC(F)(F)F)ccc1O. The reactants are C1CCOC1, CO, CCOC(C)=O, COC(=O)c1cc(Cl)nc(N(C)S(=O)(=O)c2cccnc2)c1, Cl, [Na+], [OH-]. Product: CN(c1cc(C(=O)O)cc(Cl)n1)S(=O)(=O)c1cccnc1. As a reaction SMILES: [CH2:34]1[O:35][CH2:36][CH2:37][CH2:38]1.[CH3:23][OH:24].[CH3:28][CH2:29][O:30][C:31]([CH3:32])=[O:33].[Cl:1][c:2]1[cH:3][c:4]([C:5](=[O:6])[O:7][CH3:8])[cH:9][c:10]([N:12]([S:13](=[O:14])(=[O:15])[c:16]2[cH:17][n:18][cH:19][cH:20][cH:21]2)[CH3:22])[n:11]1.[ClH:27].[Na+:26].[OH-:25]>>[Cl:1][c:2]1[cH:3][c:4]([C:5](=[O:6])[OH:7])[cH:9][c:10]([N:12]([S:13](=[O:14])(=[O:15])[c:16]2[cH:17][n:18][cH:19][cH:20][cH:21]2)[CH3:22])[n:11]1.